From a dataset of the Open Reaction Database (ORD), a public repository of structured organic reaction records. describe an organic reaction: reactants, conditions, products, and yield Starting materials: NC1=C2C(=NC(=C1C(=O)OCC)C)SC(=C2C2=CC(=CC=C2)Br)Br (ethyl 4-amino-2-bromo-3-(3-bromophenyl)-6-methylthieno[2,3-b]pyridine-5-carboxylate), [OH-].[Na+] (NaOH), C(=O)O (formic acid). Solvent: O (water), CS(=O)C (DMSO). Conditions: temperature 150 celsius. The product is NC1=C2C(=NC(=C1C(=O)O)C)SC(=C2C2=CC(=CC=C2)Br)Br (4-Amino-2-bromo-3-(3-bromophenyl)-6-methylthieno[2,3-b]pyridine-5-carboxylic acid). Yield: 77.1%. Reaction SMILES: [NH2:1][C:2]1[C:7]([C:8]([O:10]CC)=[O:9])=[C:6]([CH3:13])[N:5]=[C:4]2[S:14][C:15]([Br:24])=[C:16]([C:17]3[CH:22]=[CH:21][CH:20]=[C:19]([Br:23])[CH:18]=3)[C:3]=12.[OH-].[Na+].C(O)=O>CS(C)=O.O>[NH2:1][C:2]1[C:7]([C:8]([OH:10])=[O:9])=[C:6]([CH3:13])[N:5]=[C:4]2[S:14][C:15]([Br:24])=[C:16]([C:17]3[CH:22]=[CH:21][CH:20]=[C:19]([Br:23])[CH:18]=3)[C:3]=12 |f:1.2|. Procedure: To a solution of ethyl 4-amino-2-bromo-3-(3-bromophenyl)-6-methylthieno[2,3-b]pyridine-5-carboxylate (Description 47) (2.566 g, 5.46 mmol) in DMSO (25 mL) was added aqueous NaOH (2M) (13.64 mL, 27.3 mmol). The mixture was then heated at 150° C. for 1 h. After cooling to RT, the solution was diluted with water (40 mL) and acidified (ca. pH 4-5) with formic acid. The aqueous layer was then extracted with ethyl acetate (50 mL×3), and the combined organic layers were dried and concentrated. Water (e... Starting materials: COCC1(C(=O)OC)CCN(CC(=O)O)C1, CCN(C(C)C)C(C)C, c1cnc(-c2ccc(N3CCNCC3)cc2)nc1, CN(C)C=O. Product: COCC1(C(=O)OC)CCN(CC(=O)N2CCN(c3ccc(-c4ncccn4)cc3)CC2)C1. As a reaction SMILES: [CH3:1][O:2][C:3](=[O:4])[C:5]1([CH2:14][O:15][CH3:16])[CH2:6][N:7]([CH2:10][C:11](=[O:12])[OH:13])[CH2:8][CH2:9]1.[CH:35]([N:36]([CH2:37][CH3:38])[CH:39]([CH3:40])[CH3:41])([CH3:42])[CH3:43].[N:17]1([c:23]2[cH:24][cH:25][c:26](-[c:29]3[n:30][cH:31][cH:32][cH:33][n:34]3)[cH:27][cH:28]2)[CH2:18][CH2:19][NH:20][CH2:21][CH2:22]1.[O:44]=[CH:45][N:46]([CH3:47])[CH3:48]>>[CH3:1][O:2][C:3](=[O:4])[C:5]1([CH2:14][O:15][CH3:16])[CH2:6][N:7]([CH2:10][C:11](=[O:13])[N:20]2[CH2:19][CH2:18][N:17]([c:23]3[cH:24][cH:25][c:26](-[c:29]4[n:30][cH:31][cH:32][cH:33][n:34]4)[cH:27][cH:28]3)[CH2:22][CH2:21]2)[CH2:8][CH2:9]1. Reactants: CCO, O=S(=O)(O)O, Cc1ccc(S(=O)(=O)NN)cc1, O=C(C(=O)N1CCCCC1)c1ccccc1. The product is Cc1ccc(S(=O)(=O)NN=C(C(=O)N2CCCCC2)c2ccccc2)cc1. Reaction SMILES: [CH3:34][CH2:35][OH:36].[S:1](=[O:2])(=[O:3])([OH:4])[OH:5].[c:22]1([CH3:33])[cH:23][cH:24][c:25]([S:28](=[O:29])(=[O:30])[NH:31][NH2:32])[cH:26][cH:27]1.[c:6]1([C:12]([C:13](=[O:14])[N:15]2[CH2:16][CH2:17][CH2:18][CH2:19][CH2:20]2)=[O:21])[cH:7][cH:8][cH:9][cH:10][cH:11]1>>[c:6]1([C:12]([C:13](=[O:14])[N:15]2[CH2:16][CH2:17][CH2:18][CH2:19][CH2:20]2)=[N:32][NH:31][S:28]([c:25]2[cH:24][cH:23][c:22]([CH3:33])[cH:27][cH:26]2)(=[O:29])=[O:30])[cH:7][cH:8][cH:9][cH:10][cH:11]1. The reactants are ClCCl, COC(=O)C(O)c1c(C)nc2c(ccn2Cc2ccc(F)c(F)c2)c1I. The product is COC(=O)C(=O)c1c(C)nc2c(ccn2Cc2ccc(F)c(F)c2)c1I. RXN SMILES: [Cl:27][CH2:28][Cl:29].[F:1][c:2]1[cH:3][c:4]([CH2:5][n:6]2[cH:7][cH:8][c:9]3[c:10]2[n:11][c:12]([CH3:22])[c:13]([CH:16]([C:17](=[O:18])[O:19][CH3:20])[OH:21])[c:14]3[I:15])[cH:23][cH:24][c:25]1[F:26]>>[F:1][c:2]1[cH:3][c:4]([CH2:5][n:6]2[cH:7][cH:8][c:9]3[c:10]2[n:11][c:12]([CH3:22])[c:13]([C:16]([C:17](=[O:18])[O:19][CH3:20])=[O:21])[c:14]3[I:15])[cH:23][cH:24][c:25]1[F:26]. Starting materials: COC(=O)NC1CN(Cc2ccccc2)CC1N1C(=O)c2ccccc2C1=O, CCO, NN. The product is COC(=O)NC1CN(Cc2ccccc2)CC1N. As a reaction SMILES: [CH3:1][O:2][C:3]([NH:4][CH:5]1[CH2:6][N:7]([CH2:21][c:22]2[cH:23][cH:24][cH:25][cH:26][cH:27]2)[CH2:8][CH:9]1[N:10]1[C:11](=[O:12])[c:13]2[c:14]([cH:15][cH:16][cH:17][cH:18]2)[C:19]1=[O:20])=[O:28].[CH3:31][CH2:32][OH:33].[NH2:29][NH2:30]>>[CH3:1][O:2][C:3]([NH:4][CH:5]1[CH2:6][N:7]([CH2:21][c:22]2[cH:23][cH:24][cH:25][cH:26][cH:27]2)[CH2:8][CH:9]1[NH2:10])=[O:28]. Reactants: CC=CN1C(=O)CCC1=O, [Cl-], Cl. Yields the product CCC(Cl)N1C(=O)CCC1=O. RXN SMILES: [CH:1](=[CH:2][CH3:3])[N:4]1[C:5](=[O:10])[CH2:6][CH2:7][C:8]1=[O:9].[Cl-:11].[ClH:12]>>[CH:1]([CH2:2][CH3:3])([N:4]1[C:5](=[O:10])[CH2:6][CH2:7][C:8]1=[O:9])[Cl:11]. The reactants are [N+](=O)([O-])C1=CC=C(C=C1)OC(=O)N1C(NC(=C(C1C1=CC(=C(C=C1)F)F)C(=O)OC)COC)=O (6-(3,4-difluorophenyl)-4-methoxymethyl-2-oxo-3,6-dihydro-2H-pyrimidine-1,5-dicarboxylic acid 5-methyl ester 1-(4-nitrophenyl)ester), C1(=CC=CC=C1)C1(CCN(CC1)CCCN)C=1OC=CC1 (3-(4-phenyl-4-furan-2-yl-piperidin-1-yl)-propylamine). Solvent: C(Cl)Cl (CH2Cl2). Reaction conditions: temperature 25 celsius, time 2 hour. Yields the product COC(=O)C=1C(N(C(NC1COC)=O)C(NCCCN1CCC(CC1)(C=1OC=CC1)C1=CC=CC=C1)=O)C1=CC(=C(C=C1)F)F (4-(3,4-Difluorophenyl)-6-methoxymethyl-2-oxo-3-[3-(4-phenyl-4-(furan-2-yl)piperidin-1-yl)propyl]carbamoyl-1,2,3,4-tetrahydropyrimidine-5-carboxylic acid methyl ester). Isolated yield 88.3%. RXN SMILES: [N+](C1C=CC([O:10][C:11]([N:13]2[CH:18]([C:19]3[CH:24]=[CH:23][C:22]([F:25])=[C:21]([F:26])[CH:20]=3)[C:17]([C:27]([O:29][CH3:30])=[O:28])=[C:16]([CH2:31][O:32][CH3:33])[NH:15][C:14]2=[O:34])=O)=CC=1)([O-])=O.[C:35]1([C:41]2([C:51]3[O:52][CH:53]=[CH:54][CH:55]=3)[CH2:46][CH2:45][N:44]([CH2:47][CH2:48][CH2:49][NH2:50])[CH2:43][CH2:42]2)[CH:40]=[CH:39][CH:38]=[CH:37][CH:36]=1>C(Cl)Cl>[CH3:30][O:29][C:27]([C:17]1[CH:18]([C:19]2[CH:24]=[CH:23][C:22]([F:25])=[C:21]([F:26])[CH:20]=2)[N:13]([C:11](=[O:10])[NH:50][CH2:49][CH2:48][CH2:47][N:44]2[CH2:45][CH2:46][C:41]([C:35]3[CH:36]=[CH:37][CH:38]=[CH:39][CH:40]=3)([C:51]3[O:52][CH:53]=[CH:54][CH:55]=3)[CH2:42][CH2:43]2)[C:14](=[O:34])[NH:15][C:16]=1[CH2:31][O:32][CH3:33])=[O:28]. Procedure details: To a solution of 6-(3,4-difluorophenyl)-4-methoxymethyl-2-oxo-3,6-dihydro-2H-pyrimidine-1,5-dicarboxylic acid 5-methyl ester 1-(4-nitrophenyl)ester (20 mg, 0.04 mmol) in 2 ml of CH2Cl2 was added 3-(4-phenyl-4-furan-2-yl-piperidin-1-yl)-propylamine (12 mg, 0.04 mmol) and resulting solution was stirred for 2 h at 25° C. The reaction mixture was concentrated in vacuo to provide an oil which was subjected to column chromatography over silica gel (5% MeOH/CHCl3) to yield 22 mg (85%) of the desired pr...